From a dataset of the Open Reaction Database (ORD), a public repository of structured organic reaction records. describe an organic reaction: reactants, conditions, products, and yield Reactants: CC(=O)OC(C)=O, O, COc1ccc(C(=O)O)cc1O. The product is COc1ccc(C(=O)O)cc1OC(C)=O. RXN SMILES: [CH3:13][C:14](=[O:15])[O:16][C:17](=[O:18])[CH3:19].[OH2:20].[OH:1][c:2]1[cH:3][c:4]([C:5](=[O:6])[OH:7])[cH:8][cH:9][c:10]1[O:11][CH3:12]>>[O:1]([c:2]1[cH:3][c:4]([C:5](=[O:6])[OH:7])[cH:8][cH:9][c:10]1[O:11][CH3:12])[C:14]([CH3:13])=[O:15]. Yields the product COC1=CC=C(C=C1)CC[C@H]1CN(CCN1)C1=NC2=C(NC=3SC(=NC13)C(F)(F)F)C=CC=C2 ((S)-10-{3-[2-(4-Methoxy-phenyl)-ethyl]-piperazin-1-yl}-2-trifluoromethyl-4H-3-thia-1,4,9-triaza-benzo[f]azulene). Yield: 71.2%. Starting materials: FC(C1=NC=2C(NC3=C(NC2S1)C=CC=C3)=S)(F)F (2-trifluoromethyl-4,9-dihydro-3-thia-1,4,9-triaza-benzo[f]azulene-10-thione), COC1=CC=C(C=C1)CC[C@@H]1NCCNC1 ((S)-2-[2-(4-methoxy-phenyl)-ethyl]-piperazine), FC(S(=O)(=O)OC)(F)F (methyl trifluoromethanesulfonate), intermediate. Reported procedure: Using a method similar to Example 484, using 2-trifluoromethyl-4,9-dihydro-3-thia-1,4,9-triaza-benzo[f]azulene-10-thione (4.025 g, 13.36 mmol) and methyl trifluoromethanesulfonate (2.27 mL, 20.0 mmol), to form the methylated intermediate. Take 1.38 g of this intermediate (3.0 mmol), combine with (S)-2-[2-(4-methoxy-phenyl)-ethyl]-piperazine (0.40 g, 1.8 mmol), followed by chromatographic purification, eluting with a gradient of a 3.5% solution of 2M ammonia in methanol, in dichloromethane (0–100... As a reaction SMILES: [F:1][C:2]([F:19])([F:18])[C:3]1[S:12][C:11]2[NH:10][C:9]3[CH:13]=[CH:14][CH:15]=[CH:16][C:8]=3[NH:7][C:6](=S)[C:5]=2[N:4]=1.FC(F)(F)S(OC)(=O)=O.[CH3:29][O:30][C:31]1[CH:36]=[CH:35][C:34]([CH2:37][CH2:38][C@H:39]2[CH2:44][NH:43][CH2:42][CH2:41][NH:40]2)=[CH:33][CH:32]=1>>[CH3:29][O:30][C:31]1[CH:32]=[CH:33][C:34]([CH2:37][CH2:38][C@@H:39]2[NH:40][CH2:41][CH2:42][N:43]([C:6]3[C:5]4[N:4]=[C:3]([C:2]([F:19])([F:18])[F:1])[S:12][C:11]=4[NH:10][C:9]4[CH:13]=[CH:14][CH:15]=[CH:16][C:8]=4[N:7]=3)[CH2:44]2)=[CH:35][CH:36]=1.